From a dataset of the Open Reaction Database (ORD), a public repository of structured organic reaction records. describe an organic reaction: reactants, conditions, products, and yield The reactants are COC=1C=C(C=CC1)C1=CN=C(O1)NC1=CC=C(C=C1)N1CCN(CC1)C (5-(3-Methoxyphenyl)-N-[4-(4-methylpiperazin-1-yl)phenyl]-1,3-oxazol-2-amine), C(C)OCC (diethyl ether). The reagents and catalysts are [Pd] (palladium on carbon). Run in CO (methanol). Reaction conditions: time 12 hour. Yields the product CN1CCN(CC1)C1=CC=C(C=C1)NC=1OC(=CN1)C=1C=C(C=CC1)O (3-(2-{[4-(4-methylpiperazin-1-yl)phenyl]amino}-1,3-oxazol-5-yl)phenol). Isolated yield 101.5%. RXN SMILES: C[O:2][C:3]1[CH:4]=[C:5]([C:9]2[O:13][C:12]([NH:14][C:15]3[CH:20]=[CH:19][C:18]([N:21]4[CH2:26][CH2:25][N:24]([CH3:27])[CH2:23][CH2:22]4)=[CH:17][CH:16]=3)=[N:11][CH:10]=2)[CH:6]=[CH:7][CH:8]=1.C(OCC)C>CO.[Pd]>[CH3:27][N:24]1[CH2:23][CH2:22][N:21]([C:18]2[CH:19]=[CH:20][C:15]([NH:14][C:12]3[O:13][C:9]([C:5]4[CH:4]=[C:3]([OH:2])[CH:8]=[CH:7][CH:6]=4)=[CH:10][N:11]=3)=[CH:16][CH:17]=2)[CH2:26][CH2:25]1. Procedure: To a stirred solution of the title compound of Example 4 (0.20 g, 0.45 mmol) in methanol (50 mL) was added palladium on carbon (10% w/w, 0.1 g) and was hydrogenated at 50 psi for 12 h. The catalyst was removed by filtration and the solvent was evaporated from the filtrate to leave a tan solid. Trituration with diethyl ether afforded a solid that was collected by filtration and dried under vacuum to leave the title compound (0.16 g, 96%). 1H NMR (400 MHz, d6-DMSO): δ 2.20 (s, 3H), 2.43 (m, 4H), 3... The reactants are [Na+], [OH-], N#CC(=C1Nc2ccccc2S1)c1ncccn1, O=S(=O)(O)O. Yields the product NC(=O)C(=C1Nc2ccccc2S1)c1ncccn1. Reaction SMILES: [Na+:20].[OH-:19].[S:1]1[C:2](=[C:10]([C:11]#[N:12])[c:13]2[n:14][cH:15][cH:16][cH:17][n:18]2)[NH:3][c:4]2[c:5]1[cH:6][cH:7][cH:8][cH:9]2.[S:21](=[O:22])(=[O:23])([OH:24])[OH:25]>>[S:1]1[C:2](=[C:10]([C:11]([NH2:12])=[O:19])[c:13]2[n:14][cH:15][cH:16][cH:17][n:18]2)[NH:3][c:4]2[c:5]1[cH:6][cH:7][cH:8][cH:9]2. Starting materials: ClC=1N=C(C2=C(N1)C=CO2)Cl (2,4-dichlorofuro[3,2-d]pyrimidine), TEA, O1CCOCC1 (1,4-dioxane), C1(CC1)N (cyclopropylamine), SiCO3. Run in CO (MeOH). Reaction conditions: time 5 hour. Product: ClC=1N=C(C2=C(N1)C=CO2)NC2CC2 (2-chloro-N-cyclopropylfuro[3,2-d]pyrimidin-4-amine). Yield: 91.7%. Reaction SMILES: [Cl:1][C:2]1[N:3]=[C:4](Cl)[C:5]2[O:10][CH:9]=[CH:8][C:6]=2[N:7]=1.O1CCOCC1.[CH:18]1([NH2:21])[CH2:20][CH2:19]1>CO>[Cl:1][C:2]1[N:3]=[C:4]([NH:21][CH:18]2[CH2:20][CH2:19]2)[C:5]2[O:10][CH:9]=[CH:8][C:6]=2[N:7]=1. Procedure details: A vial was charged with 2,4-dichlorofuro[3,2-d]pyrimidine (0.50 g, 2.6 mmol, Ark Pharm), TEA (0.369 mL, 2.65 mmol), 1,4-dioxane (20 mL) and cyclopropylamine (0.186 mL, 2.65 mmol). The mixture was stirred at rt for about 5 h and then passed through a 5.0 g SiCO3 SPE cartridge, (MeOH eluent) and concentrated under reduced pressure. The residue was purified by silica gel chromatography with a gradient of 0 to 50% EtOAc/hexanes to give 2-chloro-N-cyclopropylfuro[3,2-d]pyrimidin-4-amine (0.5 g, 90%).... The reactants are CC(=O)O, CN(C)C=O, Cc1cc(Nc2nccc(C(F)(F)F)n2)cc(-c2cnc(C3(O)CCNCC3)s2)c1, Oc1cccc2[nH]nnc12. Product: CC(=O)N1CCC(O)(c2ncc(-c3cc(C)cc(Nc4nccc(C(F)(F)F)n4)c3)s2)CC1. As a reaction SMILES: [CH3:1][C:2]([OH:3])=[O:4].[CH3:45][N:46]([CH3:47])[CH:48]=[O:49].[CH3:5][c:6]1[cH:7][c:8](-[c:23]2[cH:24][n:25][c:26]([C:28]3([OH:34])[CH2:29][CH2:30][NH:31][CH2:32][CH2:33]3)[s:27]2)[cH:9][c:10]([NH:12][c:13]2[n:14][cH:15][cH:16][c:17]([C:19]([F:20])([F:21])[F:22])[n:18]2)[cH:11]1.[OH:35][c:36]1[c:37]2[n:38][n:39][nH:40][c:41]2[cH:42][cH:43][cH:44]1>>[CH3:1][C:2](=[O:3])[N:31]1[CH2:30][CH2:29][C:28]([c:26]2[n:25][cH:24][c:23](-[c:8]3[cH:7][c:6]([CH3:5])[cH:11][c:10]([NH:12][c:13]4[n:14][cH:15][cH:16][c:17]([C:19]([F:20])([F:21])[F:22])[n:18]4)[cH:9]3)[s:27]2)([OH:34])[CH2:33][CH2:32]1. Starting materials: 75, COC1=CC=C(C=C1)C1CCC(CC1)O (4-(4-methoxyphenyl)cyclohexanol), CS(=O)(=O)Cl (methanesulfonyl chloride). The solvent is N1=CC=CC=C1 (pyridine). Reaction conditions: temperature 65 celsius, time 2 hour. The product is 80.5, CS(=O)(=O)OC1CCC(CC1)C1=CC=C(C=C1)OC (4-(4-methoxyphenyl)cyclohexyl methanesulfonate). Reaction SMILES: [CH3:1][O:2][C:3]1[CH:8]=[CH:7][C:6]([CH:9]2[CH2:14][CH2:13][CH:12]([OH:15])[CH2:11][CH2:10]2)=[CH:5][CH:4]=1.[CH3:16][S:17](Cl)(=[O:19])=[O:18]>N1C=CC=CC=1>[CH3:16][S:17]([O:15][CH:12]1[CH2:13][CH2:14][CH:9]([C:6]2[CH:5]=[CH:4][C:3]([O:2][CH3:1])=[CH:8][CH:7]=2)[CH2:10][CH2:11]1)(=[O:19])=[O:18]. Reported procedure: To a stirred mixture of 75 parts of 4-(4-methoxyphenyl)cyclohexanol and 1000 parts of pyridine are added dropwise 62 parts of methanesulfonyl chloride (exothermic reaction: temperature rises to 40° C.). Upon completion, the whole is heated to 65° C. and stirring is continued for 2 hours, while meantime the mixture is allowed to cool to room temperature. The reaction mixture is evaporated and 1000 parts of water are added to the residue. The product is extracted with dichloromethane. The extract ... Reactants: CC(C)(C)OC(=O)CC(NC(=O)c1ccc(N)cc1)C(=O)OC(C)(C)C, CCCCCCCCCCCCCCCC(=O)OCC(CSCCC(=O)O)OC(=O)CCCCCCCCCCCCCCC, ClP(Cl)Cl, O, c1ccncc1. Yields the product CCCCCCCCCCCCCCCC(=O)OCC(CSCCC(=O)Nc1ccc(C(=O)NC(CC(=O)OC(C)(C)C)C(=O)OC(C)(C)C)cc1)OC(=O)CCCCCCCCCCCCCCC. As a reaction SMILES: [C:1]([CH3:2])([CH3:3])([CH3:4])[O:5][C:6]([CH:7]([NH:8][C:9]([c:10]1[cH:11][cH:12][c:13]([NH2:16])[cH:14][cH:15]1)=[O:17])[CH2:18][C:19](=[O:20])[O:21][C:22]([CH3:23])([CH3:24])[CH3:25])=[O:26].[C:27]([CH2:28][CH2:29][CH2:30][CH2:31][CH2:32][CH2:33][CH2:34][CH2:35][CH2:36][CH2:37][CH2:38][CH2:39][CH2:40][CH2:41][CH3:42])(=[O:43])[O:44][CH:45]([CH2:46][S:47][CH2:48][CH2:49][C:50](=[O:51])[OH:52])[CH2:53][O:54][C:55]([CH2:56][CH2:57][CH2:58][CH2:59][CH2:60][CH2:61][CH2:62][CH2:63][CH2:64][CH2:65][CH2:66][CH2:67][CH2:68][CH2:69][CH3:70])=[O:71].[Cl:79][P:80]([Cl:81])[Cl:82].[OH2:72].[cH:73]1[cH:74][cH:75][n:76][cH:77][cH:78]1>>[C:1]([CH3:2])([CH3:3])([CH3:4])[O:5][C:6]([CH:7]([NH:8][C:9]([c:10]1[cH:11][cH:12][c:13]([NH:16][C:50]([CH2:49][CH2:48][S:47][CH2:46][CH:45]([O:44][C:27]([CH2:28][CH2:29][CH2:30][CH2:31][CH2:32][CH2:33][CH2:34][CH2:35][CH2:36][CH2:37][CH2:38][CH2:39][CH2:40][CH2:41][CH3:42])=[O:43])[CH2:53][O:54][C:55]([CH2:56][CH2:57][CH2:58][CH2:59][CH2:60][CH2:61][CH2:62][CH2:63][CH2:64][CH2:65][CH2:66][CH2:67][CH2:68][CH2:69][CH3:70])=[O:71])=[O:51])[cH:14][cH:15]1)=[O:17])[CH2:18][C:19](=[O:20])[O:21][C:22]([CH3:23])([CH3:24])[CH3:25])=[O:26]. The reactants are ClC=1N=C2N3CCCC(C(NC2=CN1)=O)C3 ((rac)-4-chloro-1,3,5,8-tetraaza-tricyclo[8.3.1.0*2,7*]tetradeca-2,4,6-trien-9-one), C([O-])([O-])=O.[Cs+].[Cs+] (cesium carbonate), IC (iodomethane). The solvent is CN(C=O)C (dimethylformamide). Conditions: time 2 hour. Yields the product ClC=1N=C2N3CCCC(C(N(C2=CN1)C)=O)C3 ((rac)-4-chloro-8-methyl-1,3,5,8-tetraaza-tricyclo[8.3.1.0*2,7*]tetradeca-2,4,6-trien-9-one). Reaction SMILES: [Cl:1][C:2]1[N:3]=[C:4]2[C:12](=[CH:13][N:14]=1)[NH:11][C:10](=[O:15])[CH:9]1[CH2:16][N:5]2[CH2:6][CH2:7][CH2:8]1.[C:17](=O)([O-])[O-].[Cs+].[Cs+].IC>CN(C)C=O>[Cl:1][C:2]1[N:3]=[C:4]2[C:12](=[CH:13][N:14]=1)[N:11]([CH3:17])[C:10](=[O:15])[CH:9]1[CH2:16][N:5]2[CH2:6][CH2:7][CH2:8]1 |f:1.2.3|. Procedure: A mixture of 0.075 g (0.00032 mole) of (rac)-4-chloro-1,3,5,8-tetraaza-tricyclo[8.3.1.0*2,7*]tetradeca-2,4,6-trien-9-one (VI-67), 0.8 mL of dimethylformamide, 0.17 g (0.0005 mole) of cesium carbonate and 0.055 g (0.0004 mole) of iodomethane was stirred at ambient temperature for 2 hours and then concentrated under reduced pressure. The residue was diluted with ethyl acetate, washed with water, dried over anhydrous magnesium sulfate, filtered and concentrated under reduced pressure to give (rac)-... Reactants: CC1(C)CC(=O)c2ccc(OS(=O)(=O)C(F)(F)F)cc21, COc1ccc(B(O)O)cc1. The product is COc1ccc(-c2ccc3c(c2)C(C)(C)CC3=O)cc1. As a reaction SMILES: [CH3:1][C:2]1([CH3:20])[CH2:3][C:4](=[O:19])[c:5]2[cH:6][cH:7][c:8]([O:11][S:12]([C:13]([F:14])([F:15])[F:16])(=[O:17])=[O:18])[cH:9][c:10]21.[CH3:21][O:22][c:23]1[cH:24][cH:25][c:26]([B:29]([OH:30])[OH:31])[cH:27][cH:28]1>>[CH3:1][C:2]1([CH3:20])[CH2:3][C:4](=[O:19])[c:5]2[cH:6][cH:7][c:8](-[c:26]3[cH:25][cH:24][c:23]([O:22][CH3:21])[cH:28][cH:27]3)[cH:9][c:10]21. The reactants are OC1=CC2=C(C(C3=C1SC=C3)=O)C=CC=C2 (10-hydroxy-4H-benzo[4,5]cyclohepta[1,2-b]thiophen-4-one), N1CCCCC1 (piperidine), C(Cl)C1CO1 (epichlorohydrin). Product: ClCC(COC1=CC2=C(C(C3=C1SC=C3)=O)C=CC=C2)O (10-(3-chloro-2-hydroxypropoxy)-4H-benzo[4,5]cyclohepta[1,2-b]thiophen-4-one). As a reaction SMILES: [OH:1][C:2]1[C:8]2[S:9][CH:10]=[CH:11][C:7]=2[C:6](=[O:12])[C:5]2[CH:13]=[CH:14][CH:15]=[CH:16][C:4]=2[CH:3]=1.N1CCCCC1.[CH2:23]([CH:25]1[O:27][CH2:26]1)[Cl:24]>>[Cl:24][CH2:23][CH:25]([OH:27])[CH2:26][O:1][C:2]1[C:8]2[S:9][CH:10]=[CH:11][C:7]=2[C:6](=[O:12])[C:5]2[CH:13]=[CH:14][CH:15]=[CH:16][C:4]=2[CH:3]=1. Procedure: A mixture of 15.0 g of 10-hydroxy-4H-benzo[4,5]cyclohepta[1,2-b]thiophen-4-one, 150 ml of epichlorohydrin and 0.7 ml of piperidine is heated to the boil for 30 minutes. After concentration by evaporation at reduced pressure, the mixture is dried at 40°, whereupon a mixture of 10-(2,3-epoxypropoxy)-4H-benzo[4,5]-cyclohepta[1,2-b]thiophen-4-one and 10-(3-chloro-2-hydroxypropoxy)-4H-benzo[4,5]cyclohepta[1,2-b]thiophen-4-one is obtained, which is used further as such. Starting materials: CC(C)(C)[Si](C)(C)OCC1CC(c2ccc([Sn](C)(C)C)cc2)=NO1, C1COCCO1, O=C1OC(Cn2ccnn2)CN1c1ccc(I)cc1, NC(CO)(CO)CO, c1coc(P(c2ccco2)c2ccco2)c1. Product: CC(C)(C)[Si](C)(C)OCC1CC(c2ccc(-c3ccc(N4CC(Cn5ccnn5)OC4=O)cc3)cc2)=NO1. As a reaction SMILES: [C:1]([CH3:2])([CH3:3])([CH3:4])[Si:5]([O:6][CH2:7][CH:8]1[CH2:9][C:10]([c:13]2[cH:14][cH:15][c:16]([Sn:19]([CH3:20])([CH3:21])[CH3:22])[cH:17][cH:18]2)=[N:11][O:12]1)([CH3:23])[CH3:24].[CH2:68]1[O:69][CH2:70][CH2:71][O:72][CH2:73]1.[I:25][c:26]1[cH:27][cH:28][c:29]([N:32]2[C:33](=[O:43])[O:34][CH:35]([CH2:37][n:38]3[n:39][n:40][cH:41][cH:42]3)[CH2:36]2)[cH:30][cH:31]1.[NH2:60][C:61]([CH2:62][OH:63])([CH2:64][OH:65])[CH2:66][OH:67].[o:44]1[cH:45][cH:46][cH:47][c:48]1[P:49]([c:50]1[o:51][cH:52][cH:53][cH:54]1)[c:55]1[o:56][cH:57][cH:58][cH:59]1>>[C:1]([CH3:2])([CH3:3])([CH3:4])[Si:5]([O:6][CH2:7][CH:8]1[CH2:9][C:10]([c:13]2[cH:14][cH:15][c:16](-[c:26]3[cH:27][cH:28][c:29]([N:32]4[C:33](=[O:43])[O:34][CH:35]([CH2:37][n:38]5[n:39][n:40][cH:41][cH:42]5)[CH2:36]4)[cH:30][cH:31]3)[cH:17][cH:18]2)=[N:11][O:12]1)([CH3:23])[CH3:24].